This data is from the Open Reaction Database (ORD), a public repository of structured organic reaction records. The task is: describe an organic reaction: reactants, conditions, products, and yield Starting materials: COC1=CC=C(C=C1)CCCC=1N=C(NC1)C(=O)N1[C@H](C(=O)NC(CC(=O)O)C=O)CCC1 (3-{N-[4-[3-(4-Methoxyphenyl)propyl]imidazole-2-carbonyl]-L-prolinyl}amino-4-oxobutanoic acid), [K+].[Br-] (KBr). Solvent: CO (MeOH). The product is 154, OC1=CC=C(C=C1)CCCC=1N=C(NC1)C(=O)N1[C@H](C(=O)NC(CC(=O)O)C=O)CCC1 (3-{N-[4-[3-(4-Hydroxyphenyl)propyl]imidazole-2-carbonyl]-L-prolinyl}amino-4-oxobutanoic acid). Isolated yield 100.0%. RXN SMILES: C[O:2][C:3]1[CH:8]=[CH:7][C:6]([CH2:9][CH2:10][CH2:11][C:12]2[N:13]=[C:14]([C:17]([N:19]3[CH2:33][CH2:32][CH2:31][C@H:20]3[C:21]([NH:23][CH:24]([CH:29]=[O:30])[CH2:25][C:26]([OH:28])=[O:27])=[O:22])=[O:18])[NH:15][CH:16]=2)=[CH:5][CH:4]=1.[K+].[Br-]>CO>[OH:2][C:3]1[CH:8]=[CH:7][C:6]([CH2:9][CH2:10][CH2:11][C:12]2[N:13]=[C:14]([C:17]([N:19]3[CH2:33][CH2:32][CH2:31][C@H:20]3[C:21]([NH:23][CH:24]([CH:29]=[O:30])[CH2:25][C:26]([OH:28])=[O:27])=[O:22])=[O:18])[NH:15][CH:16]=2)=[CH:5][CH:4]=1 |f:1.2|. Reported procedure: 3-{N-[4-[3-(4-Methoxyphenyl)propyl]imidazole-2-carbonyl]-L-prolinyl}amino-4-oxobutanoic acid (21e), was isolated (65%) as a white glassy solid: mp. 101-105° C.; [α]D23 −60.6 (c 0.05, MeOH); IR (KBr) 3231, 1784, 1726, 1611, 1512, 1245; 1H NMR(CD3OD) δ 7.09 (2H, d, J=8.6), 6.92, 6.85 (1H, 2×s), 6.81 (2H, d, J=8.6), 5.45-5.30 (1H, m), 4.64-4.46 (1H, m), 4.28-4.10 (2H, m), 3.75 (3H, s), 3.74-3.66 (1H, m), 2.67-1.84 (13H, m). Anal. Calcd for C23H28N4O6 H2O: C, 58.22; H, 6.37; N, 11.81. Found: C, 58.3... The reactants are C(C)(C)(C)OC(=O)N1C[C@H](NCC1)C ((R)-1-(tert-butoxycarbonyl)-3-methylpiperazine), ClS(=O)(=O)C1=C2C(=CN=CC2=CC=C1)C (5-chlorosulfonyl-4-methylisoquinoline). The product is Cl.C[C@H]1N(CCNC1)S(=O)(=O)C1=C2C(=CN=CC2=CC=C1)C ((R)-2-Methyl-1-[(4-methyl-5-isoquinolinyl)sulfonyl]piperazine hydrochloride). The yield is 26.5%. Reaction SMILES: C(OC([N:8]1[CH2:13][CH2:12][NH:11][C@H:10]([CH3:14])[CH2:9]1)=O)(C)(C)C.[Cl:15][S:16]([C:19]1[CH:28]=[CH:27][CH:26]=[C:25]2[C:20]=1[C:21]([CH3:29])=[CH:22][N:23]=[CH:24]2)(=[O:18])=[O:17]>>[ClH:15].[CH3:14][C@@H:10]1[CH2:9][NH:8][CH2:13][CH2:12][N:11]1[S:16]([C:19]1[CH:28]=[CH:27][CH:26]=[C:25]2[C:20]=1[C:21]([CH3:29])=[CH:22][N:23]=[CH:24]2)(=[O:17])=[O:18] |f:2.3|. Procedure: Using 0.34 g of (R)-1-(tert-butoxycarbonyl)-3-methylpiperazine and 0.40 g of 5-chlorosulfonyl-4-methylisoquinoline, the procedure of Example 1 was otherwise repeated to provide 0.15 g of the objective compound (white crystals).